From a dataset of the Open Reaction Database (ORD), a public repository of structured organic reaction records. describe an organic reaction: reactants, conditions, products, and yield Reactants: CC(C)c1ccc2c(Nc3cc(C(=O)Nc4ccc(-c5c[nH]c(C6CCCN6C(=O)Cc6ccccc6)n5)cc4)ccc3Sc3ccc(NC(=O)OC(C)(C)C)cc3)ncnc2n1, Cl, C1COCCO1, C1CCOC1. The product is CC(C)c1ccc2c(Nc3cc(C(=O)Nc4ccc(-c5c[nH]c(C6CCCN6C(=O)Cc6ccccc6)n5)cc4)ccc3Sc3ccc(N)cc3)ncnc2n1. As a reaction SMILES: [CH:1]([CH3:2])([CH3:3])[c:4]1[cH:5][cH:6][c:7]2[c:8]([n:9][cH:10][n:11][c:12]2[NH:13][c:14]2[c:15]([S:48][c:49]3[cH:50][cH:51][c:52]([NH:55][C:56](=[O:57])[O:58][C:59]([CH3:60])([CH3:61])[CH3:62])[cH:53][cH:54]3)[cH:16][cH:17][c:18]([C:20]([NH:21][c:22]3[cH:23][cH:24][c:25](-[c:28]4[n:29][c:30]([CH:33]5[N:34]([C:38]([CH2:39][c:40]6[cH:41][cH:42][cH:43][cH:44][cH:45]6)=[O:46])[CH2:35][CH2:36][CH2:37]5)[nH:31][cH:32]4)[cH:26][cH:27]3)=[O:47])[cH:19]2)[n:63]1.[ClH:64].[O:65]1[CH2:66][CH2:67][O:68][CH2:69][CH2:70]1.[O:71]1[CH2:72][CH2:73][CH2:74][CH2:75]1>>[CH:1]([CH3:2])([CH3:3])[c:4]1[cH:5][cH:6][c:7]2[c:8]([n:9][cH:10][n:11][c:12]2[NH:13][c:14]2[c:15]([S:48][c:49]3[cH:50][cH:51][c:52]([NH2:55])[cH:53][cH:54]3)[cH:16][cH:17][c:18]([C:20]([NH:21][c:22]3[cH:23][cH:24][c:25](-[c:28]4[n:29][c:30]([CH:33]5[N:34]([C:38]([CH2:39][c:40]6[cH:41][cH:42][cH:43][cH:44][cH:45]6)=[O:46])[CH2:35][CH2:36][CH2:37]5)[nH:31][cH:32]4)[cH:26][cH:27]3)=[O:47])[cH:19]2)[n:63]1.